Dataset: the Open Reaction Database (ORD), a public repository of structured organic reaction records. Task: describe an organic reaction: reactants, conditions, products, and yield Reactants: FC1=C(CC2=NN(C=3C2=NC=CC3)C3=NC(=C(C(=N3)N)[N+](=O)[O-])N)C=CC=C1 (2-[3-(2-fluorobenzyl)-1H-pyrazolo[4,3-b]pyridin-1-yl]-5-nitropyrimidine-4,6-diamine). Reagents/catalysts: [Pd] (palladium on activated carbon). The solvent is N1=CC=CC=C1 (pyridine). Conditions: temperature 50 celsius. Product: FC1=C(CC2=NN(C=3C2=NC=CC3)C3=NC(=C(C(=N3)N)N)N)C=CC=C1 (2-[3-(2-Fluorobenzyl)-1H-pyrazolo[4,3-b]pyridin-1-yl]pyrimidine-4,5,6-triamine). Reaction SMILES: [F:1][C:2]1[CH:28]=[CH:27][CH:26]=[CH:25][C:3]=1[CH2:4][C:5]1[C:9]2=[N:10][CH:11]=[CH:12][CH:13]=[C:8]2[N:7]([C:14]2[N:19]=[C:18]([NH2:20])[C:17]([N+:21]([O-])=O)=[C:16]([NH2:24])[N:15]=2)[N:6]=1>N1C=CC=CC=1.[Pd]>[F:1][C:2]1[CH:28]=[CH:27][CH:26]=[CH:25][C:3]=1[CH2:4][C:5]1[C:9]2=[N:10][CH:11]=[CH:12][CH:13]=[C:8]2[N:7]([C:14]2[N:19]=[C:18]([NH2:20])[C:17]([NH2:21])=[C:16]([NH2:24])[N:15]=2)[N:6]=1. Procedure: 690 mg (1.42 mmol) of 2-[3-(2-fluorobenzyl)-1H-pyrazolo[4,3-b]pyridin-1-yl]-5-nitropyrimidine-4,6-diamine from example 15A are dissolved in 120 ml of pyridine. 270 mg of 10% palladium on activated carbon are added, and hydrogenation is carried out under a hydrogen pressure of 3.5 bar for 15 h. The catalyst is then filtered off and washed with ethanol. The residue after concentration to dryness is stirred with ethanol at 50° C. and filtered off with suction. 378 mg (76% of theory) of the desired ... Reactants: COC(CC1=CC(=CC=C1)OCCCNCC(C1=CC=CC=C1)C1=CC=CC=C1)=O ({3-[3-(2,2-Diphenyl-ethylamino)-propoxy]-phenyl}-acetic acid methyl ester), C(C)(C)(C)C=1C=C(CBr)C=C(C1)C(C)(C)C (3,5-di-tert-butyl-benzyl bromide), C([O-])([O-])=O.[K+].[K+] (potassium carbonate). The solvent is CN(C)C=O (DMF), O (water). Run at temperature 45 celsius, time 18 hour. Yields the product COC(CC1=CC(=CC=C1)OCCCN(CC1=CC(=CC(=C1)C(C)(C)C)C(C)(C)C)CC(C1=CC=CC=C1)C1=CC=CC=C1)=O ((3-{3-[(2,2-Diphenyl-ethyl)-(3,5-di-tert-butyl-benzyl)-amino]-propoxy}-phenyl)-acetic acid methyl ester). Yield: 92.4%. As a reaction SMILES: [CH3:1][O:2][C:3](=[O:30])[CH2:4][C:5]1[CH:10]=[CH:9][CH:8]=[C:7]([O:11][CH2:12][CH2:13][CH2:14][NH:15][CH2:16][CH:17]([C:24]2[CH:29]=[CH:28][CH:27]=[CH:26][CH:25]=2)[C:18]2[CH:23]=[CH:22][CH:21]=[CH:20][CH:19]=2)[CH:6]=1.[C:31]([C:35]1[CH:36]=[C:37]([CH:40]=[C:41]([C:43]([CH3:46])([CH3:45])[CH3:44])[CH:42]=1)[CH2:38]Br)([CH3:34])([CH3:33])[CH3:32].C(=O)([O-])[O-].[K+].[K+]>CN(C=O)C.O>[CH3:1][O:2][C:3](=[O:30])[CH2:4][C:5]1[CH:10]=[CH:9][CH:8]=[C:7]([O:11][CH2:12][CH2:13][CH2:14][N:15]([CH2:16][CH:17]([C:24]2[CH:29]=[CH:28][CH:27]=[CH:26][CH:25]=2)[C:18]2[CH:19]=[CH:20][CH:21]=[CH:22][CH:23]=2)[CH2:38][C:37]2[CH:36]=[C:35]([C:31]([CH3:33])([CH3:32])[CH3:34])[CH:42]=[C:41]([C:43]([CH3:46])([CH3:45])[CH3:44])[CH:40]=2)[CH:6]=1 |f:2.3.4|. Procedure: To a solution of {3-[3-(2,2-diphenyl-ethylamino)-propoxy]-phenyl}-acetic acid methyl ester (3) (0.40 g, 0.001 mol) in DMF (10 mL), was added 3,5-di-tert-butyl-benzyl bromide (0.30 g, 0.0011 mol) and powdered potassium carbonate (0.96 g, 0.007 mol), the reaction mixture was heated and stirred at 45° C. for 18 hours. After cooling, the reaction mixture was diluted with water (30 mL) and extracted with EtOAc (3×25 mL). The combined organic extracts were washed with brine (15 mL), dried over Na2SO4,... The reactants are CC=1NC(=C(CC1C(=O)OCC)C(=O)OCC)C (diethyl 1,4-dihydro-2,6-dimethyl-3,5-pyridinedicarboxylate), N1[C@H](C(=O)O)CCC1 (Proline), ClC1=CC=C(C=O)C=C1 (4-chlorobenzaldehyde), CC1(OC(=O)CC(=O)O1)C (Meldrum's acid). Solvent: CCO (EtOH). Conditions: time 1 hour. Product: ClC1=CC=C(CC2C(OC(OC2=O)(C)C)=O)C=C1 (5-(4-Chlorobenzyl)-2,2-dimethyl-1,3-dioxane-4,6-dione). Reaction SMILES: N1CCC[C@H]1C(O)=O.[Cl:9][C:10]1[CH:17]=[CH:16][C:13]([CH:14]=O)=[CH:12][CH:11]=1.[CH3:18][C:19]1([CH3:27])[O:26][C:24](=[O:25])[CH2:23][C:21](=[O:22])[O:20]1.CC1NC(C)=C(C(OCC)=O)CC=1C(OCC)=O>CCO>[Cl:9][C:10]1[CH:17]=[CH:16][C:13]([CH2:14][CH:23]2[C:24](=[O:25])[O:26][C:19]([CH3:27])([CH3:18])[O:20][C:21]2=[O:22])=[CH:12][CH:11]=1. Procedure: Proline (0.165 g, 1.42 mmol) was added to a solution of 4-chlorobenzaldehyde (1.00 g, 7.11 mmol) and Meldrum's acid (1.03 g, 7.11 mmol) in EtOH (10 mL). The mixture was stirred at room temperature for 1 hour and diethyl 1,4-dihydro-2,6-dimethyl-3,5-pyridinedicarboxylate (1.80 g, 7.11 mmol) was added. Stirring was continued for 3 hours and EtOH removed under reduced pressure. The residue was diluted with i-PrOH and filtered to provide the desired compound as a white solid. The reactants are S (Hydrogen sulphide), CC(C)([O-])C.[K+] (potassium tert-butoxide), C(C)C=1OC2=C(N1)C(C1=C(CC2)C=C(C=C1)C)=O (2-Ethyl-9,10-dihydro-7-methyl-4H-benzo[5,6]cyclohepta[1,2-d]oxazol-4-one). Run in CN(C=O)C (N,N-dimethylformamide). Conditions: time 2 hour. The product is C(C)C=1SC2=C(N1)C(C1=C(CC2)C=C(C=C1)C)=O (2-Ethyl-9,10-dihydro-7-methyl-4H-benzo[5,6]cyclohepta[1,2-d]thiazol-4-one). As a reaction SMILES: [SH2:1].CC(C)([O-])C.[K+].[CH2:8]([C:10]1O[C:12]2[CH2:19][CH2:18][C:17]3[CH:20]=[C:21]([CH3:24])[CH:22]=[CH:23][C:16]=3[C:15](=[O:25])[C:13]=2[N:14]=1)[CH3:9]>CN(C)C=O>[CH2:8]([C:10]1[S:1][C:12]2[CH2:19][CH2:18][C:17]3[CH:20]=[C:21]([CH3:24])[CH:22]=[CH:23][C:16]=3[C:15](=[O:25])[C:13]=2[N:14]=1)[CH3:9] |f:1.2|. Reported procedure: Hydrogen sulphide was passed through a suspension of potassium tert-butoxide (9.31 g) in N,N-dimethylformamide (80 ml) at 5° C. until the mixture was saturated. The product from example 1 step (v) (5.0 g) was added and the reaction mixture stirred at room temperature for 2 h. The mixture was poured onto ice, acidified to pH3 and extracted with ethyl acetate. The organic phase was washed with water, dried (MgSO4) and evaporated under reduced pressure. Purification was by chromatography eluting wi...